This data is from the Open Reaction Database (ORD), a public repository of structured organic reaction records. The task is: describe an organic reaction: reactants, conditions, products, and yield The reactants are S1C(=NC2=C1C=CC=C2)N(C(=O)C=2C=CC=C1CCN(CC21)C=2SC(=C(N2)C(=O)OC(C)(C)C)CCCO)COCC[Si](C)(C)C (tert-butyl 2-(8-(benzo[d]thiazol-2-yl((2-(trimethylsilyl)ethoxy)methyl)carbamoyl)-3,4-dihydroisoquinolin-2(1H)-yl)-5-(3-hydroxypropyl)thiazole-4-carboxylate), C1(=CC=CC=C1)P(C1=CC=CC=C1)C1=CC=CC=C1 (triphenylphosphine), IC1=CC=C(C=C1)O (4-iodophenol), C1=CC=C(C=C1)COC(=O)/N=N/C(=O)OCC2=CC=CC=C2 (DBAD). Solvent: C1CCOC1 (THF). Run at time 4 hour. Product: S1C(=NC2=C1C=CC=C2)N(C(=O)C=2C=CC=C1CCN(CC21)C=2SC(=C(N2)C(=O)OC(C)(C)C)CCCOC2=CC=C(C=C2)I)COCC[Si](C)(C)C (tert-butyl 2-(8-(benzo[d]thiazol-2-yl((2-(trimethylsilyl)ethoxy)methyl)carbamoyl)-3,4-dihydroisoquinolin-2(1H)-yl)-5-(3-(4-iodophenoxy)propyl)thiazole-4-carboxylate). Reaction SMILES: [S:1]1[C:5]2[CH:6]=[CH:7][CH:8]=[CH:9][C:4]=2[N:3]=[C:2]1[N:10]([CH2:39][O:40][CH2:41][CH2:42][Si:43]([CH3:46])([CH3:45])[CH3:44])[C:11]([C:13]1[CH:14]=[CH:15][CH:16]=[C:17]2[C:22]=1[CH2:21][N:20]([C:23]1[S:24][C:25]([CH2:35][CH2:36][CH2:37][OH:38])=[C:26]([C:28]([O:30][C:31]([CH3:34])([CH3:33])[CH3:32])=[O:29])[N:27]=1)[CH2:19][CH2:18]2)=[O:12].C1(P(C2C=CC=CC=2)C2C=CC=CC=2)C=CC=CC=1.[I:66][C:67]1[CH:72]=[CH:71][C:70](O)=[CH:69][CH:68]=1.C1C=CC(COC(/N=N/C(OCC2C=CC=CC=2)=O)=O)=CC=1>C1COCC1>[S:1]1[C:5]2[CH:6]=[CH:7][CH:8]=[CH:9][C:4]=2[N:3]=[C:2]1[N:10]([CH2:39][O:40][CH2:41][CH2:42][Si:43]([CH3:44])([CH3:45])[CH3:46])[C:11]([C:13]1[CH:14]=[CH:15][CH:16]=[C:17]2[C:22]=1[CH2:21][N:20]([C:23]1[S:24][C:25]([CH2:35][CH2:36][CH2:37][O:38][C:70]3[CH:71]=[CH:72][C:67]([I:66])=[CH:68][CH:69]=3)=[C:26]([C:28]([O:30][C:31]([CH3:32])([CH3:33])[CH3:34])=[O:29])[N:27]=1)[CH2:19][CH2:18]2)=[O:12]. Reported procedure: To a solution of tert-butyl 2-(8-(benzo[d]thiazol-2-yl((2-(trimethylsilyl)ethoxy)methyl)carbamoyl)-3,4-dihydroisoquinolin-2(1H)-yl)-5-(3-hydroxypropyl)thiazole-4-carboxylate (92 mg, 0.135 mmol), triphenylphosphine (35.4 mg, 0.135 mmol) and 4-iodophenol (29.7 mg, 0.135 mmol) in THF (2 mL) was added DBAD (32 mg, 0.135 mmol). The mixture was stirred at rt for 4 hours. LC/MS showed the expected product as a single peak. The mixture was diluted with EtOAc and washed with water, brine, dried over Na2S... The product is 13.1, O[C@@H]1CN(CC[C@H]1NCC1=CC=CC=C1)CC#N (trans-3-hydroxy-4-[(phenylmethyl)amino]-1-piperidineacetonitrile). Procedure: To a stirred and heated (±70° C.) solution of 14.44 parts of trans-4-[(phenylmethyl)amino]-3-piperidinol in 189 parts of N,N-dimethylformamide were added 5.81 parts of chloroacetonitrile. After the addition of 9.7 parts of N,N-diethylethanamine, stirring was continued overnight at 70° C. After evaporation, the residue was taken up in dichloromethane. The organic layer was washed with a sodium carbonate solution in water, dried, filtered and evaporated. The residue was purified by column chromato... Yield: 76.2%. Reaction SMILES: [C:1]1([CH2:7][NH:8][C@@H:9]2[CH2:14][CH2:13][NH:12][CH2:11][C@H:10]2[OH:15])[CH:6]=[CH:5][CH:4]=[CH:3][CH:2]=1.CN(C)C=O.Cl[CH2:22][C:23]#[N:24]>C(N(CC)CC)C>[OH:15][C@H:10]1[C@H:9]([NH:8][CH2:7][C:1]2[CH:2]=[CH:3][CH:4]=[CH:5][CH:6]=2)[CH2:14][CH2:13][N:12]([CH2:22][C:23]#[N:24])[CH2:11]1. Reaction conditions: time 8 hour. Starting materials: 14.44, C1(=CC=CC=C1)CN[C@H]1[C@@H](CNCC1)O (trans-4-[(phenylmethyl)amino]-3-piperidinol), CN(C=O)C (N,N-dimethylformamide), ClCC#N (chloroacetonitrile). The solvent is C(C)N(CC)CC (N,N-diethylethanamine). Reactants: CC(C)=O, [K+], Nc1cccnc1N, N#C[S-], O=C(Cl)c1ccco1. Product: O=C(N=C=S)c1ccco1. RXN SMILES: [CH3:21][C:22](=[O:23])[CH3:24].[K+:9].[NH2:13][c:14]1[c:15]([NH2:16])[cH:17][cH:18][cH:19][n:20]1.[S-:10][C:11]#[N:12].[o:1]1[c:2]([C:6](=[O:7])[Cl:8])[cH:3][cH:4][cH:5]1>>[o:1]1[c:2]([C:6](=[O:7])[N:12]=[C:11]=[S:10])[cH:3][cH:4][cH:5]1. As a reaction SMILES: [F:1][C:2]([F:15])([C:11]([F:14])([F:13])[F:12])[C:3]([F:10])([F:9])[C:4](=[CH2:8])[C:5](O)=[O:6].[NH2:16][C:17]([NH2:19])=[O:18].C(OC(=O)C)(=O)C>C(O)C>[F:1][C:2]([F:15])([C:11]([F:14])([F:13])[F:12])[C:3]([F:10])([F:9])[CH:4]1[CH2:8][NH:19][C:17](=[O:18])[NH:16][C:5]1=[O:6]. Starting materials: FC(C(C(C(=O)O)=C)(F)F)(C(F)(F)F)F (α-heptafluoropropylacrylic acid), NC(=O)N (urea), C(C)(=O)OC(C)=O (acetic anhydride). The solvent is C(C)O (ethanol). Reported procedure: A mixture of α-heptafluoropropylacrylic acid (240 mg; 1.0 mmole), urea (64 mg; 1.1 mmoles) and acetic anhydride (0.6 ml) was heated at 100° C. with stirring for 40 minutes. Then, ethanol (3 ml) was added to the reaction mixture to give 180 mg (yield: 64%) of 5-heptafluoropropyldihydrouracil as colorless crystals. m.p.: 223°-224 (decomp.). Run at temperature 100 celsius, time 40 minute. Yields the product FC(C(C1C(NC(NC1)=O)=O)(F)F)(C(F)(F)F)F (5-heptafluoropropyldihydrouracil). The yield is 63.8%.